Dataset: the Open Reaction Database (ORD), a public repository of structured organic reaction records. Task: describe an organic reaction: reactants, conditions, products, and yield Product: CCOC(=O)c1sc(SC(C)C)c2c1CCC(N=[N+]=[N-])C2=O. Starting materials: CCOC(=O)c1sc(SC(C)C)c2c1CCC(Br)C2=O, CN(C)C=O, [N-]=[N+]=[N-], [Na+], O. As a reaction SMILES: [Br:1][CH:2]1[C:3](=[O:20])[c:4]2[c:5]([c:6]([C:13](=[O:14])[O:15][CH2:16][CH3:17])[s:7][c:8]2[S:9][CH:10]([CH3:11])[CH3:12])[CH2:18][CH2:19]1.[CH3:25][N:26]([CH3:27])[CH:28]=[O:29].[N-:22]=[N+:23]=[N-:24].[Na+:21].[OH2:30]>>[CH:2]1([N:22]=[N+:23]=[N-:24])[C:3](=[O:20])[c:4]2[c:5]([c:6]([C:13](=[O:14])[O:15][CH2:16][CH3:17])[s:7][c:8]2[S:9][CH:10]([CH3:11])[CH3:12])[CH2:18][CH2:19]1. The reactants are Cl.C(C)(C)C=1C=C(C=CC1)NN ((3-isopropylphenyl)hydrazine hydrochloride), CN1CCC(CC1)=O (1-methyl-4-piperidone). The solvent is S(O)(O)(=O)=O (sulfuric acid), O1CCOCC1 (dioxane). The product is C(C)(C)C=1C=CC=2C3=C(NC2C1)CCN(C3)C (7-isopropyl-2-methyl-2,3,4,5-tetrahydro-1H-pyrido[4,3-b]indole). Isolated yield 18.0%. As a reaction SMILES: Cl.[CH:2]([C:5]1[CH:6]=[C:7]([NH:11]N)[CH:8]=[CH:9][CH:10]=1)([CH3:4])[CH3:3].[CH3:13][N:14]1[CH2:19][CH2:18][C:17](=O)[CH2:16][CH2:15]1>S(=O)(=O)(O)O.O1CCOCC1>[CH:2]([C:5]1[CH:10]=[CH:9][C:8]2[C:16]3[CH2:15][N:14]([CH3:13])[CH2:19][CH2:18][C:17]=3[NH:11][C:7]=2[CH:6]=1)([CH3:4])[CH3:3] |f:0.1|. Procedure: A solution of (3-isopropylphenyl)hydrazine hydrochloride (5 g, 0.0267 mol) and 1-methyl-4-piperidone (3.3 mL, 0.0267 mol) in 7% sulfuric acid in dioxane (100 mL) was heated at 80° C. for 1 h. After completion, the reaction mixture was cooled to RT and the organic layer decanted. The residue was basified with 10% sodium hydroxide solution and extracted with EtOAc (3×100 mL). The organic layer was dried over anhydrous sodium sulfate and concentrated under reduced pressure affording crude material,... Yields the product O=C(NC1CCCCCC1)c1ccc(CNc2c(Cl)ccc3c2CCN(C(=O)C(F)(F)F)CC3)c(F)c1. As a reaction SMILES: [CH3:46][c:47]1[cH:48][cH:49][cH:50][cH:51][cH:52]1.[Cl:1][c:2]1[c:3]([O:19][S:20]([C:21]([F:22])([F:23])[F:24])(=[O:25])=[O:26])[c:4]2[c:5]([cH:17][cH:18]1)[CH2:6][CH2:7][N:8]([C:11]([C:12]([F:13])([F:14])[F:15])=[O:16])[CH2:9][CH2:10]2.[NH2:27][CH2:28][c:29]1[c:30]([F:45])[cH:31][c:32]([C:33](=[O:34])[NH:35][CH:36]2[CH2:37][CH2:38][CH2:39][CH2:40][CH2:41][CH2:42]2)[cH:43][cH:44]1>>[Cl:1][c:2]1[c:3]([NH:27][CH2:28][c:29]2[c:30]([F:45])[cH:31][c:32]([C:33](=[O:34])[NH:35][CH:36]3[CH2:37][CH2:38][CH2:39][CH2:40][CH2:41][CH2:42]3)[cH:43][cH:44]2)[c:4]2[c:5]([cH:17][cH:18]1)[CH2:6][CH2:7][N:8]([C:11]([C:12]([F:13])([F:14])[F:15])=[O:16])[CH2:9][CH2:10]2. The reactants are Cc1ccccc1, O=C(N1CCc2ccc(Cl)c(OS(=O)(=O)C(F)(F)F)c2CC1)C(F)(F)F, NCc1ccc(C(=O)NC2CCCCCC2)cc1F.